Dataset: the Open Reaction Database (ORD), a public repository of structured organic reaction records. Task: describe an organic reaction: reactants, conditions, products, and yield Reactants: FC=1C=C(C=CC1F)C1=NC=2C(=NC=C(C2)[N+](=O)[O-])N1 (2-(3,4-Difluoro-phenyl)-6-nitro-3H-imidazo[4,5-b]pyridine), COCCNCCOC (bis(2-methoxyethyl)-amine). Run in CN1CCCC1=O (NMP). Run at time 18 hour. Product: FC1=C(C=CC(=C1)C1=NC=2C(=NC=C(C2)[N+](=O)[O-])N1)N(CCOC)CCOC ([2-Fluoro-4-(6-nitro-3H-imidazo[4,5-b]pyridin-2-yl)-phenyl]-bis-(2-methoxy-ethyl)-amine). Reaction SMILES: [F:1][C:2]1[CH:3]=[C:4]([C:9]2[NH:20][C:12]3=[N:13][CH:14]=[C:15]([N+:17]([O-:19])=[O:18])[CH:16]=[C:11]3[N:10]=2)[CH:5]=[CH:6][C:7]=1F.[CH3:21][O:22][CH2:23][CH2:24][NH:25][CH2:26][CH2:27][O:28][CH3:29]>CN1C(=O)CCC1>[F:1][C:2]1[CH:3]=[C:4]([C:9]2[NH:20][C:12]3=[N:13][CH:14]=[C:15]([N+:17]([O-:19])=[O:18])[CH:16]=[C:11]3[N:10]=2)[CH:5]=[CH:6][C:7]=1[N:25]([CH2:26][CH2:27][O:28][CH3:29])[CH2:24][CH2:23][O:22][CH3:21]. Procedure details: 0.5 g 2-(3,4-Difluoro-phenyl)-6-nitro-3H-imidazo[4,5-b]pyridine, 0.1 ml NMP and 0.51 g bis(2-methoxyethyl)-amine were heated to 170° C. with stirring for 18 hrs. Volatile materials were removed under vacuum and the residue purified by chromatography, first on silica in dichloromethane/methanol mixtures, and subsequently by preparative HPLC. Procedure: A solution of 5.5 g of sodium borohydride in 50 ml. of 95% ethanol is added to a solution of the compound of formula VI, dimethyl trans-2-(3-oxo-1-octenyl)cyclopropane-1,1-dicarboxylate (35 g), described in Example 2. After 15 min. at room temperature the mixture is cooled in ice and rendered neutral by the addition of acetic acid. Water is added and the mixture extracted with ethyl-acetate. The extract was dried (Na2SO4) and the evaporated. The residue is purified by chromatography on silica ge... The reactants are C(C)O (ethanol), formula VI, O=C(/C=C/C1C(C1)(C(=O)OC)C(=O)OC)CCCCC (dimethyl trans-2-(3-oxo-1-octenyl)cyclopropane-1,1-dicarboxylate), [BH4-].[Na+] (sodium borohydride), C(C)(=O)O (acetic acid). Reaction SMILES: [BH4-].[Na+].C(O)C.[O:6]=[C:7]([CH2:21][CH2:22][CH2:23][CH2:24][CH3:25])/[CH:8]=[CH:9]/[CH:10]1[CH2:12][C:11]1([C:17]([O:19][CH3:20])=[O:18])[C:13]([O:15][CH3:16])=[O:14].C(O)(=O)C>O>[OH:6][CH:7]([CH2:21][CH2:22][CH2:23][CH2:24][CH3:25])/[CH:8]=[CH:9]/[CH:10]1[CH2:12][C:11]1([C:13]([O:15][CH3:16])=[O:14])[C:17]([O:19][CH3:20])=[O:18] |f:0.1|. Run in O (Water). Yields the product OC(/C=C/C1C(C1)(C(=O)OC)C(=O)OC)CCCCC (Dimethyl trans-2-(3-Hydroxy-1-octenyl)cyclopropane-1,1-dicarboxylate). Starting materials: N[C@H]1CC[C@H](CC1)NC(=O)C1=CNC2=C1N=CN=C2C2=C(C=CC=1OCOC12)OCCOC (cis-4-[5-(2-methoxy-ethoxy)-benzo[1,3]dioxol-4-yl]-5H-pyrrolo[3,2-d]pyrimidine-7-carboxylic acid (4-amino-cyclohexyl)-amide), ClC(=O)OCC (ethyl chloroformate). Yields the product C(C)OC(N[C@@H]1CC[C@@H](CC1)NC(=O)C1=CNC2=C1N=CN=C2C2=C(C=CC=1OCOC12)OCCOC)=O (cis-[4-({4-[5-(2-Methoxy-ethoxy)-benzo[1,3]dioxol-4-yl]-5H-pyrrolo[3,2-d]pyrimidine-7-carbonyl}-amino)-cyclohexyl]-carbamic acid ethyl ester). RXN SMILES: [NH2:1][C@@H:2]1[CH2:7][CH2:6][C@H:5]([NH:8][C:9]([C:11]2[C:15]3[N:16]=[CH:17][N:18]=[C:19]([C:20]4[C:28]5[O:27][CH2:26][O:25][C:24]=5[CH:23]=[CH:22][C:21]=4[O:29][CH2:30][CH2:31][O:32][CH3:33])[C:14]=3[NH:13][CH:12]=2)=[O:10])[CH2:4][CH2:3]1.Cl[C:35]([O:37][CH2:38][CH3:39])=[O:36]>>[CH2:38]([O:37][C:35](=[O:36])[NH:1][C@H:2]1[CH2:3][CH2:4][C@@H:5]([NH:8][C:9]([C:11]2[C:15]3[N:16]=[CH:17][N:18]=[C:19]([C:20]4[C:28]5[O:27][CH2:26][O:25][C:24]=5[CH:23]=[CH:22][C:21]=4[O:29][CH2:30][CH2:31][O:32][CH3:33])[C:14]=3[NH:13][CH:12]=2)=[O:10])[CH2:6][CH2:7]1)[CH3:39]. Procedure: Starting from cis-4-[5-(2-methoxy-ethoxy)-benzo[1,3]dioxol-4-yl]-5H-pyrrolo[3,2-d]pyrimidine-7-carboxylic acid (4-amino-cyclohexyl)-amide (example A186) and ethyl chloroformate the title compound was obtained as colorless solid. The reactants are CN1C(N(C(C=C1C(F)(F)F)=O)C1=C(C=C(C(=C1[N+](=O)[O-])O)Br)F)=O (1-methyl-6-trifluoromethyl-3-(4-bromo-2-fluoro-5-hydroxy-6-nitrophenyl)-2,4(1H,3H)-pyrimidinedione), O (water). The reagents and catalysts are [Fe] (iron). The solvent is C(C)(=O)O (acetic acid). Reaction conditions: time 1 hour. Product: CN1C(N(C(C=C1C(F)(F)F)=O)C1=C(C=C(C(=C1N)O)Br)F)=O (1-methyl-6-trifluoromethyl-3-(6-amino-4-bromo-2-fluoro-5-hydroxyphenyl)-2,4(1H,3H)-pyrimidinedione). The yield is 81.5%. Reaction SMILES: [CH3:1][N:2]1[C:7]([C:8]([F:11])([F:10])[F:9])=[CH:6][C:5](=[O:12])[N:4]([C:13]2[C:18]([N+:19]([O-])=O)=[C:17]([OH:22])[C:16]([Br:23])=[CH:15][C:14]=2[F:24])[C:3]1=[O:25].O>C(O)(=O)C.[Fe]>[CH3:1][N:2]1[C:7]([C:8]([F:11])([F:10])[F:9])=[CH:6][C:5](=[O:12])[N:4]([C:13]2[C:18]([NH2:19])=[C:17]([OH:22])[C:16]([Br:23])=[CH:15][C:14]=2[F:24])[C:3]1=[O:25]. Procedure details: A stirred solution of 16.0 grams (0.037 mole) of 1-methyl-6-trifluoromethyl-3-(4-bromo-2-fluoro-5-hydroxy-6-nitrophenyl)-2,4(1H,3H)-pyrimidinedione and 10 mL of water in 120 mL of glacial acetic acid was heated to 50° C., and 16.0 grams (excess) of iron dust was slowly added. The reaction mixture was then cooled to ambient temperature where it stirred for one hour. The reaction mixture was filtered through diatomaceous earth, and the filtrate was partitioned in a mixture of 150 mL portions each ... Starting materials: O=C([O-])[O-], CCOC(=O)c1cc2c(O)cccc2[nH]1, CN(C)C=O, O=[N+]([O-])c1ccc(F)cc1F, [K+], [K+]. The product is CCOC(=O)c1cc2c(Oc3cc(F)cc(F)c3[N+](=O)[O-])cccc2[nH]1. Reaction SMILES: [C:27](=[O:28])([O-:29])[O-:30].[CH2:1]([CH3:2])[O:3][C:4](=[O:5])[c:6]1[nH:7][c:8]2[cH:9][cH:10][cH:11][c:12]([OH:15])[c:13]2[cH:14]1.[CH3:33][N:34]([CH3:35])[CH:36]=[O:37].[F:16][c:17]1[c:18]([N+:24](=[O:25])[O-:26])[cH:19][cH:20][c:21]([F:23])[cH:22]1.[K+:31].[K+:32]>>[CH2:1]([CH3:2])[O:3][C:4](=[O:5])[c:6]1[nH:7][c:8]2[cH:9][cH:10][cH:11][c:12]([O:15][c:19]3[c:18]([N+:24](=[O:25])[O-:26])[c:17]([F:16])[cH:22][c:21]([F:23])[cH:20]3)[c:13]2[cH:14]1. Reactants: CCCCCCl, C1CCOC1, Fc1cc(-c2ccc(C3CCC(CCC4CC[SiH](Cl)CC4)CC3)cc2)ccc1Cl, [Mg]. The product is CCCCC[SiH]1CCC(CCC2CCC(c3ccc(-c4ccc(Cl)c(F)c4)cc3)CC2)CC1. RXN SMILES: [CH2:1]([CH2:2][CH2:3][CH2:4][CH3:5])[Cl:6].[CH2:37]1[O:38][CH2:39][CH2:40][CH2:41]1.[Cl:8][SiH:9]1[CH2:10][CH2:11][CH:12]([CH2:15][CH2:16][CH:17]2[CH2:18][CH2:19][CH:20]([c:23]3[cH:24][cH:25][c:26](-[c:29]4[cH:30][c:31]([F:36])[c:32]([Cl:35])[cH:33][cH:34]4)[cH:27][cH:28]3)[CH2:21][CH2:22]2)[CH2:13][CH2:14]1.[Mg:7]>>[CH2:1]([CH2:2][CH2:3][CH2:4][CH3:5])[SiH:9]1[CH2:10][CH2:11][CH:12]([CH2:15][CH2:16][CH:17]2[CH2:18][CH2:19][CH:20]([c:23]3[cH:24][cH:25][c:26](-[c:29]4[cH:30][c:31]([F:36])[c:32]([Cl:35])[cH:33][cH:34]4)[cH:27][cH:28]3)[CH2:21][CH2:22]2)[CH2:13][CH2:14]1. RXN SMILES: [CH3:1][O:2][C:3]1[CH:8]=[CH:7][C:6]([C:9]2[S:33][C:12]3[C:13](=[O:32])[N:14]([CH2:17][C:18]4[CH:23]=[CH:22][CH:21]=[C:20]([O:24][CH2:25][C@@H:26]5[CH2:31][CH2:30][CH2:29][CH2:28][NH:27]5)[N:19]=4)[N:15]=[CH:16][C:11]=3[CH:10]=2)=[CH:5][CH:4]=1.[CH2:34]=O>CO.C(Cl)Cl.CC(O)=O>[CH3:1][O:2][C:3]1[CH:4]=[CH:5][C:6]([C:9]2[S:33][C:12]3[C:13](=[O:32])[N:14]([CH2:17][C:18]4[CH:23]=[CH:22][CH:21]=[C:20]([O:24][CH2:25][C@@H:26]5[CH2:31][CH2:30][CH2:29][CH2:28][N:27]5[CH3:34])[N:19]=4)[N:15]=[CH:16][C:11]=3[CH:10]=2)=[CH:7][CH:8]=1 |f:2.3|. The reactants are COC1=CC=C(C=C1)C1=CC2=C(C(N(N=C2)CC2=NC(=CC=C2)OC[C@H]2NCCCC2)=O)S1 (2-(4-methoxyphenyl)-6-({6-[(2S)-piperidin-2-ylmethoxy]pyridin-2-yl}methyl)thieno[2,3-d]pyridazin-7(6H)-one), (polystyrylmethyl)trimethylammonium cyanoborohydride, C=O (formaldehyde). Reported procedure: To a solution of 2-(4-methoxyphenyl)-6-({6-[(2S)-piperidin-2-ylmethoxy]pyridin-2-yl}methyl)thieno[2,3-d]pyridazin-7(6H)-one (290 mg, 0.627 mmol) in MeOH/DCM 1:1(15 ml), were added (polystyrylmethyl)trimethylammonium cyanoborohydride (460 mg, 1.881 mmol, 4.1 mmol/g) and formaldehyde (100 μl, 1.25 mmol) followed by AcOH (one drop). After stirring at rt. for 3 h the resin was filtered off and washed with MeOH. The filtrate was collected and evaporated in vacuo. Purification by silica gel flash chro... Run in CO.C(Cl)Cl (MeOH DCM). The product is COC1=CC=C(C=C1)C1=CC2=C(C(N(N=C2)CC2=NC(=CC=C2)OC[C@H]2N(CCCC2)C)=O)S1 (2-(4-Methoxyphenyl)-6-[(6-{[(2S)-1-methylpiperidin-2-yl]methoxy}pyridin-2-yl)methyl]thieno[2,3-d]pyridazin-7(6H)-one). Reagents/catalysts: CC(=O)O (AcOH).